From a dataset of the Open Reaction Database (ORD), a public repository of structured organic reaction records. describe an organic reaction: reactants, conditions, products, and yield Starting materials: F[B-](F)(F)F, CN1CCCC1=O, CCN(C(C)C)C(C)C, CNC(CN1CC(O)C1)C1CCC1, ClCCl, O=C(O)c1ccc(Cl)cc1, CN(C)C(On1nnc2ccccc21)=[N+](C)C. Product: CN(C(=O)c1ccc(Cl)cc1)C(CN1CC(O)C1)C1CCC1. Reaction SMILES: [B-:20]([F:21])([F:22])([F:23])[F:24].[CH3:58][N:59]1[CH2:60][CH2:61][CH2:62][C:63]1=[O:64].[CH:1]([N:2]([CH2:3][CH3:4])[CH:5]([CH3:6])[CH3:7])([CH3:8])[CH3:9].[CH:42]1([CH:46]([CH2:47][N:48]2[CH2:49][CH:50]([OH:52])[CH2:51]2)[NH:53][CH3:54])[CH2:43][CH2:44][CH2:45]1.[Cl:55][CH2:56][Cl:57].[OH:10][C:11](=[O:12])[c:13]1[cH:14][cH:15][c:16]([Cl:17])[cH:18][cH:19]1.[n:25]1([O:26][C:27]([N:28]([CH3:29])[CH3:30])=[N+:31]([CH3:32])[CH3:33])[c:34]2[cH:35][cH:36][cH:37][cH:38][c:39]2[n:40][n:41]1>>[C:11](=[O:12])([c:13]1[cH:14][cH:15][c:16]([Cl:17])[cH:18][cH:19]1)[N:53]([CH:46]([CH:42]1[CH2:43][CH2:44][CH2:45]1)[CH2:47][N:48]1[CH2:49][CH:50]([OH:52])[CH2:51]1)[CH3:54]. As a reaction SMILES: [C:36]([CH3:37])([CH3:38])([CH3:39])[O:40][C:41]([NH:42][CH2:43][CH2:44][NH2:45])=[O:46].[CH3:47][CH2:48][N:49]=[C:50]=[N:51][CH2:52][CH2:53][CH2:54][N:55]([CH3:56])[CH3:57].[CH3:82][OH:83].[CH:68]([N:69]([CH2:70][CH3:71])[CH:72]([CH3:73])[CH3:74])([CH3:75])[CH3:76].[Cl:1][c:2]1[c:3](-[c:24]2[cH:25][n:26][c:27]([C:32]([F:33])([F:34])[F:35])[cH:28][c:29]2[C:30]#[N:31])[cH:4][c:5]([C:6](=[O:7])[N:8]([c:9]2[c:10]([O:11][CH2:12][CH2:13][C:14](=[O:15])[OH:16])[cH:17][cH:18][cH:19][cH:20]2)[CH3:21])[cH:22][cH:23]1.[O:77]=[CH:78][N:79]([CH3:80])[CH3:81].[OH:58][n:59]1[c:60]2[c:61]([cH:62][cH:63][cH:64][cH:65]2)[n:66][n:67]1>>[Cl:1][c:2]1[c:3](-[c:24]2[cH:25][n:26][c:27]([C:32]([F:33])([F:34])[F:35])[cH:28][c:29]2[C:30]#[N:31])[cH:4][c:5]([C:6](=[O:7])[N:8]([c:9]2[c:10]([O:11][CH2:12][CH2:13][C:14](=[O:15])[NH:45][CH2:44][CH2:43][NH:42][C:41]([O:40][C:36]([CH3:37])([CH3:38])[CH3:39])=[O:46])[cH:17][cH:18][cH:19][cH:20]2)[CH3:21])[cH:22][cH:23]1. Yields the product CN(C(=O)c1ccc(Cl)c(-c2cnc(C(F)(F)F)cc2C#N)c1)c1ccccc1OCCC(=O)NCCNC(=O)OC(C)(C)C. The reactants are CC(C)(C)OC(=O)NCCN, CCN=C=NCCCN(C)C, CO, CCN(C(C)C)C(C)C, CN(C(=O)c1ccc(Cl)c(-c2cnc(C(F)(F)F)cc2C#N)c1)c1ccccc1OCCC(=O)O, CN(C)C=O, On1nnc2ccccc21. Reactants: 5-chloro, Br (HBr), ClCC(CCC(=O)O)(F)F (5-Chloro-4,4-difluoro-pentanoic acid), Cl (HCl). Solvent: O1CCOCC1 (dioxane), C(C)(=O)O (acetic acid). Product: BrCC(CCC(=O)O)(F)F (5-Bromo-4,4-difluoro-pentanoic acid). RXN SMILES: Cl[CH2:2][C:3]([F:10])([F:9])[CH2:4][CH2:5][C:6]([OH:8])=[O:7].Cl.[BrH:12]>O1CCOCC1.C(O)(=O)C>[Br:12][CH2:2][C:3]([F:10])([F:9])[CH2:4][CH2:5][C:6]([OH:8])=[O:7]. Procedure details: A solution of the product from Step 2 (14.2 g, 57.9 mmol) in a 5:1 methanol/H2O solvent mixture (240 mL) was stirred as lithium hydroxide mono-hydrate (7.29 g, 174 mmol) was added. After stirring at room temperature for 2 h, the reaction volume was concentrated and the remainder was partitioned between dichloromethane (300 mL) and 4N HCl (100 mL). The organic phase was separated, dried over sodium sulfate and concentrated to afford 8.60 g (68%) of the product as a white solid. This product conta... The reactants are FC1=C(C=C(C(=O)OC)C=C1)[N+](=O)[O-] (methyl 4-fluoro-3-nitrobenzoate), CCN(C(C)C)C(C)C (DIEA), CN(C=O)C (N,N-dimethylformamide), Cl.NC(C(=O)OC)C1=CC=C(C=C1)F (methyl 2-amino-2-(4-fluorophenyl)acetate hydrochloride). Solvent: O (H2O). Conditions: temperature 35 celsius, time 8 hour. Product: FC1=CC=C(C=C1)C(C(=O)OC)NC1=C(C=C(C(=O)OC)C=C1)[N+](=O)[O-] (Methyl 4-(1-(4-fluorophenyl)-2-methoxy-2-oxoethylamino)-3-nitrobenzoate). Reaction SMILES: F[C:2]1[CH:11]=[CH:10][C:5]([C:6]([O:8][CH3:9])=[O:7])=[CH:4][C:3]=1[N+:12]([O-:14])=[O:13].CN(C)C=O.Cl.[NH2:21][CH:22]([C:27]1[CH:32]=[CH:31][C:30]([F:33])=[CH:29][CH:28]=1)[C:23]([O:25][CH3:26])=[O:24].CCN(C(C)C)C(C)C>O>[F:33][C:30]1[CH:29]=[CH:28][C:27]([CH:22]([NH:21][C:2]2[CH:11]=[CH:10][C:5]([C:6]([O:8][CH3:9])=[O:7])=[CH:4][C:3]=2[N+:12]([O-:14])=[O:13])[C:23]([O:25][CH3:26])=[O:24])=[CH:32][CH:31]=1 |f:2.3|. Procedure details: Into a 250-mL round-bottom flask, was placed methyl 4-fluoro-3-nitrobenzoate (15.4 g, 77.78 mmol, 1.00 equiv), N,N-dimethylformamide (100 mL), methyl 2-amino-2-(4-fluorophenyl)acetate hydrochloride (20.4 g, 93.15 mmol, 1.20 equiv), and DIEA (50.2 g, 389.15 mmol, 5.00 equiv). The reaction was stirred overnight at 35° C. in an oil bath. The resulting solution was diluted with 500 ml of H2O and the resulting solids were collected by filtration. This resulted in 15 g (53%) of methyl 4-(1-(4-fluoroph...